From a dataset of the Open Reaction Database (ORD), a public repository of structured organic reaction records. describe an organic reaction: reactants, conditions, products, and yield Reactants: C(#N)CCP(O)(N(C(C)C)C(C)C)O[C@H]1[C@H]([C@@H](O[C@@H]1COC(C1=CC=C(C=C1)OC)(C1=CC=C(C=C1)OC)C1=CC=CC=C1)N1C(=O)NC(=O)C=C1)OCOCC(C(F)(F)F)C(F)(F)F (2′-O-(2-Trifluoromethyl-3,3,3-trifluoropropanoxymethyl)-5′-O-(4,4′-dimethoxytrityl)uridine 3′-O-(2-cyanoethyl N,N-diisopropylphosphoramidite)), O(C1=CC=CC=C1)CC(=O)NC=1NC(C=2N=CN([C@H]3[C@H](OCOCC(C(F)(F)F)C(F)(F)F)[C@H](O)[C@@H](COC(C4=CC=C(C=C4)OC)(C4=CC=C(C=C4)OC)C4=CC=CC=C4)O3)C2N1)=O (N2-Phenoxyacetyl-2′-O-(2-trifluoromethyl-3,3,3-trifluoropropanoxymethyl)-5′-O-(4,4′-dimethoxytrityl)guanosine). The product is C(#N)CCP(O)(N(C(C)C)C(C)C)O[C@H]1[C@H]([C@@H](O[C@@H]1COC(C1=CC=C(C=C1)OC)(C1=CC=C(C=C1)OC)C1=CC=CC=C1)N1C=NC=2C(=O)NC(NC(COC3=CC=CC=C3)=O)=NC12)OCOCC(C(F)(F)F)C(F)(F)F (N2-Phenoxyacetyl-2′-O-(2-trifluoromethyl-3,3,3-trifluoropropanoxymethyl)-5′-O-(4,4′-dimethoxytrityl)guanosine 3′-O-(2-cyanoethyl N,N-diisopropylphosphoramidite)). Yield: 51.0%. As a reaction SMILES: [C:1]([CH2:3][CH2:4][PH:5]([O:14][C@@H:15]1[C@@H:19]([CH2:20][O:21][C:22]([C:39]2[CH:44]=[CH:43][CH:42]=[CH:41][CH:40]=2)([C:31]2[CH:36]=[CH:35][C:34]([O:37][CH3:38])=[CH:33][CH:32]=2)[C:23]2[CH:28]=[CH:27][C:26]([O:29][CH3:30])=[CH:25][CH:24]=2)[O:18][C@@H:17]([N:45]2[CH:52]=[CH:51][C:49](=[O:50])[NH:48][C:46]2=O)[C@@H:16]1[O:53][CH2:54][O:55][CH2:56][CH:57]([C:62]([F:65])([F:64])[F:63])[C:58]([F:61])([F:60])[F:59])([N:7]([CH:11]([CH3:13])[CH3:12])[CH:8]([CH3:10])[CH3:9])[OH:6])#[N:2].[O:66]([CH2:73][C:74]([NH:76][C:77]1[NH:78]C(=O)C2N=CN(C=2[N:129]=1)[C@@H]1O[C@H](COC(C2C=CC=CC=2)(C2C=CC(OC)=CC=2)C2C=CC(OC)=CC=2)[C@@H](O)[C@H]1OCOCC(C(F)(F)F)C(F)(F)F)=[O:75])[C:67]1[CH:72]=[CH:71][CH:70]=[CH:69][CH:68]=1>>[C:1]([CH2:3][CH2:4][PH:5]([O:14][C@@H:15]1[C@@H:19]([CH2:20][O:21][C:22]([C:39]2[CH:40]=[CH:41][CH:42]=[CH:43][CH:44]=2)([C:23]2[CH:24]=[CH:25][C:26]([O:29][CH3:30])=[CH:27][CH:28]=2)[C:31]2[CH:36]=[CH:35][C:34]([O:37][CH3:38])=[CH:33][CH:32]=2)[O:18][C@@H:17]([N:45]2[C:52]3[N:129]=[C:77]([NH:76][C:74](=[O:75])[CH2:73][O:66][C:67]4[CH:68]=[CH:69][CH:70]=[CH:71][CH:72]=4)[NH:78][C:49](=[O:50])[C:51]=3[N:48]=[CH:46]2)[C@@H:16]1[O:53][CH2:54][O:55][CH2:56][CH:57]([C:62]([F:63])([F:65])[F:64])[C:58]([F:59])([F:60])[F:61])([N:7]([CH:11]([CH3:13])[CH3:12])[CH:8]([CH3:10])[CH3:9])[OH:6])#[N:2]. Reported procedure: This compound was synthesized in the same manner as that used for the compound 3u by using the compound 2g instead of the compound 2u. Yield was 51% (white foam). Starting materials: [Al+3], CCc1ccc(SC)cc1, Cc1ccc(C(=O)Cl)cc1, [Cl-], [Cl-], [Cl-], ClCCCl, Cl. Yields the product CCc1ccc(SC)c(C(=O)c2ccc(C)cc2)c1. As a reaction SMILES: [Al+3:2].[CH2:5]([CH3:6])[c:7]1[cH:8][cH:9][c:10]([S:13][CH3:14])[cH:11][cH:12]1.[CH3:15][c:16]1[cH:17][cH:18][c:19]([C:20](=[O:21])[Cl:22])[cH:23][cH:24]1.[Cl-:1].[Cl-:3].[Cl-:4].[Cl:26][CH2:27][CH2:28][Cl:29].[ClH:25]>>[CH2:5]([CH3:6])[c:7]1[cH:8][cH:9][c:10]([S:13][CH3:14])[c:11]([C:20]([c:19]2[cH:18][cH:17][c:16]([CH3:15])[cH:24][cH:23]2)=[O:21])[cH:12]1. The reactants are COC(C1=C(C=CC=C1)CN1C(CCCC1C1=NC=CC=C1C)C1=NC=CC=C1C)=O (2-(3,3″-Dimethyl-3′,4′,5′,6′-tetrahydro-2′H-[2,2′;6′,2″]terpyridin-1′-ylmethyl)-benzoic acid methyl ester), O (water), [OH-].[Na+] (NaOH), resultant mixture. The solvent is CO (MeOH). Yields the product [Na+].CC=1C(=NC=CC1)C1N(C(CCC1)C1=NC=CC=C1C)CC1=C(C(=O)[O-])C=CC=C1 (2-(3,3″-Dimethyl-3′,4′,5′,6′-tetrahydro-2′H-[2,2′;6′,2″]terpyridin-1′-ylmethyl)-benzoic acid sodium salt). The yield is 108.6%. RXN SMILES: C[O:2][C:3](=[O:31])[C:4]1[CH:9]=[CH:8][CH:7]=[CH:6][C:5]=1[CH2:10][N:11]1[CH:16]([C:17]2[C:22]([CH3:23])=[CH:21][CH:20]=[CH:19][N:18]=2)[CH2:15][CH2:14][CH2:13][CH:12]1[C:24]1[C:29]([CH3:30])=[CH:28][CH:27]=[CH:26][N:25]=1.O.[OH-].[Na+:34]>CO>[Na+:34].[CH3:30][C:29]1[C:24]([CH:12]2[CH2:13][CH2:14][CH2:15][CH:16]([C:17]3[C:22]([CH3:23])=[CH:21][CH:20]=[CH:19][N:18]=3)[N:11]2[CH2:10][C:5]2[CH:6]=[CH:7][CH:8]=[CH:9][C:4]=2[C:3]([O-:31])=[O:2])=[N:25][CH:26]=[CH:27][CH:28]=1 |f:2.3,5.6|. Reported procedure: To a solution of 2-(3,3″-Dimethyl-3′,4′,5′,6′-tetrahydro-2′H-[2,2′;6′,2″]terpyridin-1′-ylmethyl)-benzoic acid methyl ester (0.723 g, 1.74 mmol) in MeOH (5 mL) was added water (5 mL) and solid NaOH (0.757 g, 18.93 mmol). The resultant mixture was heated to reflux overnight then cooled to room temperature. The mixture was extracted with CH2Cl2 (5×20 mL). The combined organic extracts were dried (Na2SO4) and concentrated and provided 0.80 g (97%) of COMPOUND 63 as a while solid. 1H NMR (D2O) δ 1.58... Reactants: O1C(CSC2=C1C=CC=C2)CCN2CCC(CC2)N2C(NCC2)=O (1-[1-[2-(1,4-benzoxathian-2-yl)-ethyl]-4-piperidyl]-2-imidazolidinone), I(=O)(=O)(=O)[O-].[Na+] (sodium metaperiodate). Run in O1CCOCC1 (dioxane), CO (methanol), O (water). The product is O=S1CC(OC2=C1C=CC=C2)CCN2CCC(CC2)N2C(NCC2)=O (1-[1-[2-(4-oxo-1,4-benzooxathian-2-yl)-ethyl]-4-piperidyl]-2-imidazolidinone). Reaction SMILES: [O:1]1[C:6]2[CH:7]=[CH:8][CH:9]=[CH:10][C:5]=2[S:4][CH2:3][CH:2]1[CH2:11][CH2:12][N:13]1[CH2:18][CH2:17][CH:16]([N:19]2[CH2:23][CH2:22][NH:21][C:20]2=[O:24])[CH2:15][CH2:14]1.I([O-])(=O)(=O)=[O:26].[Na+]>O1CCOCC1.CO.O>[O:26]=[S:4]1[C:5]2[CH:10]=[CH:9][CH:8]=[CH:7][C:6]=2[O:1][CH:2]([CH2:11][CH2:12][N:13]2[CH2:14][CH2:15][CH:16]([N:19]3[CH2:23][CH2:22][NH:21][C:20]3=[O:24])[CH2:17][CH2:18]2)[CH2:3]1 |f:1.2|. Procedure: To the solution of 3.47 g of 1-[1-[2-(1,4-benzoxathian-2-yl)-ethyl]-4-piperidyl]-2-imidazolidinone (Example 5, No. 8) in 10 ml of dioxane and 10 ml of methanol, the solution of 2.8 g of sodium metaperiodate in 20 ml of water is added dropwise while stirring at room temperature. After 2 hours the mixture is evaporated, the residue taken up in water and the mixture extracted with methylene chloride. The extract is washed with saturated aqueous sodium chloride, dried, evaporated and the residue rec... Starting materials: BrC=1C=NC(=NC1)OC(C)C (5-Bromo-2-isopropoxypyrimidine), OC1=CC=C(C=C1)CCC(C)NC(C)=O (N-[3-(4-hydroxyphenyl)-1-methylpropyl]acetamide), C([O-])([O-])=O.[Cs+].[Cs+] (cesium carbonate). The reagents and catalysts are [Cu](Br)Br (copper bromide). Solvent: CN1CCCC1=O (NMP). Conditions: time 3 hour. Yields the product C(C)(C)OC1=NC=C(C=N1)OC1=CC=C(C=C1)CCC(C)NC(C)=O (N-{3-[4-(2-Isopropoxypyrimidin-5-yloxy)phenyl]-1-methylpropyl}acetamide). As a reaction SMILES: Br[C:2]1[CH:3]=[N:4][C:5]([O:8][CH:9]([CH3:11])[CH3:10])=[N:6][CH:7]=1.[OH:12][C:13]1[CH:18]=[CH:17][C:16]([CH2:19][CH2:20][CH:21]([NH:23][C:24](=[O:26])[CH3:25])[CH3:22])=[CH:15][CH:14]=1.C(=O)([O-])[O-].[Cs+].[Cs+]>CN1C(=O)CCC1.[Cu](Br)Br>[CH:9]([O:8][C:5]1[N:4]=[CH:3][C:2]([O:12][C:13]2[CH:14]=[CH:15][C:16]([CH2:19][CH2:20][CH:21]([NH:23][C:24](=[O:26])[CH3:25])[CH3:22])=[CH:17][CH:18]=2)=[CH:7][N:6]=1)([CH3:11])[CH3:10] |f:2.3.4|. Procedure: 5-Bromo-2-isopropoxypyrimidine (100 mg, 0.46 mmol), N-[3-(4-hydroxyphenyl)-1-methylpropyl]acetamide (95 mg, 0.46 mmol), cesium carbonate (180 mg, 0.552 mmol), copper bromide (66 mg, 0.46 mmol) were stirred in 5 ml of NMP at 160° C. under argon for 5 h. Following addition of equimolar amounts of the components stirring was continued at 160° C. for a further 3 h. The batch was filtered, the filtrate was concentrated and admixed with ethyl acetate and water, and the organic phase was separated off,... Starting materials: CC(C)(C)OC(=O)NCC(=O)O, CCN(C(C)C)C(C)C, O=C(O)C(F)(F)F, N#Cc1cc(Cl)cc(Oc2c(Cl)ccc(CNC(=O)c3cc4cc(N)ccc4[nH]3)c2F)c1, O=C1OCCN1P(=O)(Cl)N1CCOC1=O. Yields the product CC(C)(C)OC(=O)NCC(=O)Nc1ccc2[nH]c(C(=O)NCc3ccc(Cl)c(Oc4cc(Cl)cc(C#N)c4)c3F)cc2c1. Reaction SMILES: [CH3:40][C:41]([CH3:42])([CH3:43])[O:44][C:45](=[O:46])[NH:47][CH2:48][C:49](=[O:50])[OH:51].[CH:52]([N:53]([CH2:54][CH3:55])[CH:56]([CH3:57])[CH3:58])([CH3:59])[CH3:60].[F:1][C:2]([F:3])([F:4])[C:5]([OH:6])=[O:7].[NH2:8][c:9]1[cH:10][c:11]2[cH:12][c:13]([C:18](=[O:19])[NH:20][CH2:21][c:22]3[c:23]([F:39])[c:24]([O:29][c:30]4[cH:31][c:32]([Cl:38])[cH:33][c:34]([C:36]#[N:37])[cH:35]4)[c:25]([Cl:28])[cH:26][cH:27]3)[nH:14][c:15]2[cH:16][cH:17]1.[O:61]=[C:62]1[N:63]([P:64]([Cl:65])([N:66]2[CH2:67][CH2:68][O:69][C:70]2=[O:71])=[O:72])[CH2:73][CH2:74][O:75]1>>[NH:8]([c:9]1[cH:10][c:11]2[cH:12][c:13]([C:18](=[O:19])[NH:20][CH2:21][c:22]3[c:23]([F:39])[c:24]([O:29][c:30]4[cH:31][c:32]([Cl:38])[cH:33][c:34]([C:36]#[N:37])[cH:35]4)[c:25]([Cl:28])[cH:26][cH:27]3)[nH:14][c:15]2[cH:16][cH:17]1)[C:49]([CH2:48][NH:47][C:45]([O:44][C:41]([CH3:40])([CH3:42])[CH3:43])=[O:46])=[O:50]. Reactants: COC(C(CC=C)NC(C1=C(C=CC=C1Cl)Cl)=O)=O (2-(2,6-dichlorobenzamido)pent-4-enoic acid methyl ester), IC1=CC=C(C=C1)N(C1=NC(=CC(=N1)OC)OC)C (N-(4-iodophenyl)-4,6-dimethoxy-N-methylpyrimidin-2-amine). The product is COC(C(C\C=C\C1=CC=C(C=C1)N(C)C1=NC(=CC(=N1)OC)OC)NC(C1=C(C=CC=C1Cl)Cl)=O)=O ((E)-2-(2,6-dichlorobenzamido)-5-[4-((4,6-dimethoxy-pyrimidin-2-yl)-methyl-amino)phenyl]pent-4-enoic acid methyl ester). Isolated yield 63.7%. As a reaction SMILES: [CH3:1][O:2][C:3](=[O:19])[CH:4]([NH:8][C:9](=[O:18])[C:10]1[C:15]([Cl:16])=[CH:14][CH:13]=[CH:12][C:11]=1[Cl:17])[CH2:5][CH:6]=[CH2:7].I[C:21]1[CH:26]=[CH:25][C:24]([N:27]([CH3:38])[C:28]2[N:33]=[C:32]([O:34][CH3:35])[CH:31]=[C:30]([O:36][CH3:37])[N:29]=2)=[CH:23][CH:22]=1>>[CH3:1][O:2][C:3](=[O:19])[CH:4]([NH:8][C:9](=[O:18])[C:10]1[C:11]([Cl:17])=[CH:12][CH:13]=[CH:14][C:15]=1[Cl:16])[CH2:5]/[CH:6]=[CH:7]/[C:21]1[CH:22]=[CH:23][C:24]([N:27]([C:28]2[N:33]=[C:32]([O:34][CH3:35])[CH:31]=[C:30]([O:36][CH3:37])[N:29]=2)[CH3:38])=[CH:25][CH:26]=1. Procedure: In the same manner as in Example 1, 2-(2,6-dichlorobenzamido)pent-4-enoic acid methyl ester (80 mg) was reacted with N-(4-iodophenyl)-4,6-dimethoxy-N-methylpyrimidin-2-amine (118 mg) to obtain (E)-2-(2,6-dichlorobenzamido)-5-[4-((4,6-dimethoxy-pyrimidin-2-yl)-methyl-amino)phenyl]pent-4-enoic acid methyl ester (92 mg). Column chromatography (silica gel, eluent: hexane/ethyl acetate=2/1) was used for purification.